Dataset: the Open Reaction Database (ORD), a public repository of structured organic reaction records. Task: describe an organic reaction: reactants, conditions, products, and yield Reactants: [F-].C(CCC)[N+](CCCC)(CCCC)CCCC (Tetrabutylammonium fluoride), [N-]=C=O (isocyanate), C(C1=CC=CC=C1)OC1=C(C=CC(=C1)\C=C\CC1=CC=CC=C1)N1CC(N(S1(=O)=O)CC[Si](C)(C)C)=O (5-[2-benzyloxy-4-((E)-3-phenylpropenyl)-phenyl]-1,1-dioxo-2-(2-trimethylsilanylethyl)-1,2,5-thiadiazolidin-3-one). Run in C1CCOC1 (THF), C1CCOC1 (THF). Conditions: time 2 hour. Yields the product C(C1=CC=CC=C1)OC1=C(C=CC(=C1)\C=C\CC1=CC=CC=C1)N1CC(NS1(=O)=O)=O (5-[2-Benzyloxy-4-((E)-3-phenylpropenyl)-phenyl]-1,1-dioxo-1,2,5-thiadiazolidin-3-one). Reaction SMILES: [F-].C([N+](CCCC)(CCCC)CCCC)CCC.[N-]=C=O.[CH2:22]([O:29][C:30]1[CH:35]=[C:34](/[CH:36]=[CH:37]/[CH2:38][C:39]2[CH:44]=[CH:43][CH:42]=[CH:41][CH:40]=2)[CH:33]=[CH:32][C:31]=1[N:45]1[S:49](=[O:51])(=[O:50])[N:48](CC[Si](C)(C)C)[C:47](=[O:58])[CH2:46]1)[C:23]1[CH:28]=[CH:27][CH:26]=[CH:25][CH:24]=1>C1COCC1>[CH2:22]([O:29][C:30]1[CH:35]=[C:34](/[CH:36]=[CH:37]/[CH2:38][C:39]2[CH:44]=[CH:43][CH:42]=[CH:41][CH:40]=2)[CH:33]=[CH:32][C:31]=1[N:45]1[S:49](=[O:51])(=[O:50])[NH:48][C:47](=[O:58])[CH2:46]1)[C:23]1[CH:24]=[CH:25][CH:26]=[CH:27][CH:28]=1 |f:0.1|. Procedure: Tetrabutylammonium fluoride (1.0M in THF, 2 mL) is added to a solution of PS-isocyanate resin (0.5 g) in THF (2 mL) and the mixture is stirred at RT for 2 h. The resin is filtered off and the filtrate is added to a solution of 5-[2-benzyloxy-4-((E)-3-phenylpropenyl)-phenyl]-1,1-dioxo-2-(2-trimethylsilanylethyl)-1,2,5-thiadiazolidin-3-one (89 mg, 0.163 mmol) in THF (1 mL). The reaction is stirred at 75° C. for 1 h then the mixture is cooled and concentrated. The residue is partitioned between EtO...